Task: describe an organic reaction: reactants, conditions, products, and yield. Dataset: the Open Reaction Database (ORD), a public repository of structured organic reaction records Starting materials: CCOC(=O)CCc1cn(-c2cccnc2)c2ccccc12, CO, [Na+], [OH-]. Product: O=C(O)CCc1cn(-c2cccnc2)c2ccccc12. RXN SMILES: [CH2:1]([CH3:2])[O:3][C:4](=[O:5])[CH2:6][CH2:7][c:8]1[cH:9][n:10](-[c:17]2[cH:18][n:19][cH:20][cH:21][cH:22]2)[c:11]2[cH:12][cH:13][cH:14][cH:15][c:16]12.[CH3:23][OH:24].[Na+:26].[OH-:25]>>[O:3]=[C:4]([OH:5])[CH2:6][CH2:7][c:8]1[cH:9][n:10](-[c:17]2[cH:18][n:19][cH:20][cH:21][cH:22]2)[c:11]2[cH:12][cH:13][cH:14][cH:15][c:16]12. Starting materials: NC=1SC2=C(N1)C(=CC=C2)OC (2-amino-4-methoxybenzothiazole). Solvent: CCS (EtSH). Reaction conditions: temperature 2.5 celsius, time 2 hour. The product is NC=1SC2=C(N1)C(=CC=C2)O (2-amino-4-hydroxybenzothiazole). As a reaction SMILES: [NH2:1][C:2]1[S:3][C:4]2[CH:10]=[CH:9][CH:8]=[C:7]([O:11]C)[C:5]=2[N:6]=1>CCS>[NH2:1][C:2]1[S:3][C:4]2[CH:10]=[CH:9][CH:8]=[C:7]([OH:11])[C:5]=2[N:6]=1. Procedure: A solution of AICl3 (5 mmole) in EtSH (10 mL) was cooled to 0° C. and treated with 2-amino-4-methoxybenzothiazole (1 mmole). The mixture was stirred at 0-5° C. for 2 h. Evaporation and extraction gave 2-amino-4-hydroxybenzothiazole as white solid. Reactants: CC(C)=CC=C(C)C (2,5-Dimethyl-2,4-hexadiene), C(CC(=O)C)(=O)OCC (ethyl acetoacetate). Yields the product C(=O)(OCC)C=1C(C(OC1C)C=C(C)C)(C)C (4-carbethoxy-2-(2-methyl-1-propenyl)-3,3,5-trimethyl-2,3-dihydrofuran). RXN SMILES: [CH3:1][C:2](=[CH:4][CH:5]=[C:6]([CH3:8])[CH3:7])[CH3:3].[C:9]([O:15][CH2:16][CH3:17])(=[O:14])[CH2:10][C:11]([CH3:13])=[O:12]>>[C:9]([C:10]1[C:6]([CH3:8])([CH3:7])[CH:5]([CH:4]=[C:2]([CH3:3])[CH3:1])[O:12][C:11]=1[CH3:13])([O:15][CH2:16][CH3:17])=[O:14]. Reported procedure: 2,5-Dimethyl-2,4-hexadiene and ethyl acetoacetate were reacted utilizing the oxidative addition procedure to obtain 4-carbethoxy-2-(2-methyl-1-propenyl)-3,3,5-trimethyl-2,3-dihydrofuran. Manganese (III) acetate obtained by the reaction potassium permanganate (19.75 grams) and manganese (II) acetate (122.5 grams) in 250 mls acetic acid was employed for the oxidation. The 2,5-dimethyl-2,4-hexadiene (27.5 gram) and ethyl acetoacetate (32.5 grams) were reacted in the presence of 0.5 grams cupric ace... The reactants are CCC(CC)c1cc(C)nn2c(-c3sc(Br)cc3C)c(C)nc12, C1CCOC1, CCCCCC, CCOC(C)=O, c1cocn1. Yields the product CCC(CC)c1cc(C)nn2c(-c3sc(-c4ncco4)cc3C)c(C)nc12. Reaction SMILES: [Br:17][c:18]1[cH:19][c:20]([CH3:39])[c:21](-[c:23]2[c:24]([CH3:38])[n:25][c:26]3[n:27]2[n:28][c:29]([CH3:37])[cH:30][c:31]3[CH:32]([CH2:33][CH3:34])[CH2:35][CH3:36])[s:22]1.[CH2:6]1[O:7][CH2:8][CH2:9][CH2:10]1.[CH3:11][CH2:12][CH2:13][CH2:14][CH2:15][CH3:16].[CH3:40][CH2:41][O:42][C:43]([CH3:44])=[O:45].[o:1]1[cH:2][n:3][cH:4][cH:5]1>>[o:1]1[c:2](-[c:18]2[cH:19][c:20]([CH3:39])[c:21](-[c:23]3[c:24]([CH3:38])[n:25][c:26]4[n:27]3[n:28][c:29]([CH3:37])[cH:30][c:31]4[CH:32]([CH2:33][CH3:34])[CH2:35][CH3:36])[s:22]2)[n:3][cH:4][cH:5]1. Reactants: BrC1=NC(=CC=C1O)I (2-Bromo-6-iodopyridin-3-ol), C([O-])([O-])=O.[K+].[K+] (potassium carbonate), C(C1=CC=CC=C1)Br (benzyl bromide). Product: C(C1=CC=CC=C1)OC=1C(=NC(=CC1)I)Br (3-(benzyloxy)-2-bromo-6-iodopyridine). As a reaction SMILES: [Br:1][C:2]1[C:7]([OH:8])=[CH:6][CH:5]=[C:4]([I:9])[N:3]=1.C(=O)([O-])[O-].[K+].[K+].[CH2:16](Br)[C:17]1[CH:22]=[CH:21][CH:20]=[CH:19][CH:18]=1>>[CH2:16]([O:8][C:7]1[C:2]([Br:1])=[N:3][C:4]([I:9])=[CH:5][CH:6]=1)[C:17]1[CH:22]=[CH:21][CH:20]=[CH:19][CH:18]=1 |f:1.2.3|. Procedure: 2-Bromo-6-iodopyridin-3-ol was reacted with potassium carbonate and benzyl bromide to obtain 3-(benzyloxy)-2-bromo-6-iodopyridine, which was then reacted in a similar manner to Reference Example 11, Example 22 and Example 4, successively. Further, the resulting product was subjected to catalytic reduction using palladium/carbon to obtain an objective compound. The reactants are CC(C)(C)OC(=O)N1CCC(CBr)CC1, O=C([O-])[O-], [Cs+], [Cs+], NC(=O)c1n[nH]c2c1CCc1cnc(I)nc1-2, CN(C)C=O, O. The product is CC(C)(C)OC(=O)N1CCC(Cn2nc(C(N)=O)c3c2-c2nc(I)ncc2CC3)CC1. As a reaction SMILES: [Br:18][CH2:19][CH:20]1[CH2:21][CH2:22][N:23]([C:26](=[O:27])[O:28][C:29]([CH3:30])([CH3:31])[CH3:32])[CH2:24][CH2:25]1.[C:33](=[O:34])([O-:35])[O-:36].[Cs+:37].[Cs+:38].[I:1][c:2]1[n:3][c:4]2[c:9]([cH:10][n:11]1)[CH2:8][CH2:7][c:6]1[c:5]-2[nH:14][n:13][c:12]1[C:15](=[O:16])[NH2:17].[O:40]=[CH:41][N:42]([CH3:43])[CH3:44].[OH2:39]>>[I:1][c:2]1[n:3][c:4]2[c:9]([cH:10][n:11]1)[CH2:8][CH2:7][c:6]1[c:5]-2[n:14]([CH2:19][CH:20]2[CH2:21][CH2:22][N:23]([C:26](=[O:27])[O:28][C:29]([CH3:30])([CH3:31])[CH3:32])[CH2:24][CH2:25]2)[n:13][c:12]1[C:15](=[O:16])[NH2:17].